Dataset: the Open Reaction Database (ORD), a public repository of structured organic reaction records. Task: describe an organic reaction: reactants, conditions, products, and yield The reactants are fuculose 1-phosphate, C(C(=O)COP(=O)(O)O)O (DHAP), N(=[N+]=[N-])C[C@H](C=O)O ((R)-3-azido-2-hydroxypropanal), CO (MeOH), [OH-].[Na+] (NaOH). Solvent: C(C(CO)(CO)N)O (Tris). Conditions: time 2 day. Product: N(=[N+]=[N-])C[C@H]([C@@H]([C@H](C(CO)=O)O)O)O (6-azido-6-deoxy-D-xylo-hexulose). Yield: 30.0%. Reaction SMILES: [CH2:1]([OH:10])[C:2]([CH2:4][O:5]P(O)(O)=O)=[O:3].[N:11]([CH2:14][C@@H:15]([OH:18])[CH:16]=[O:17])=[N+:12]=[N-:13].[OH-].[Na+].CO>C(O)C(N)(CO)CO>[N:11]([CH2:14][C@@H:15]([OH:18])[C@H:16]([OH:17])[C@@H:1]([OH:10])[C:2](=[O:3])[CH2:4][OH:5])=[N+:12]=[N-:13] |f:2.3|. Reported procedure: DHAP (0.5 mmole) was added to an aqueous solution of (R)-3-azido-2-hydroxypropanal (1 mmole in 40 ml) and the pH value adjusted to 7.0 with 10N NaOH. To this solution was added fuculose-1-phosphate aldolase from E. coli (4 g), which had been treated with egg white lysozyme (40 mg) in Tris buffer (pH 7.5, 25 ml) for 1 hour at 35° C., to form a mixture and the mixture stirred slowly for 2 days. The stirred mixture was adjusted to a pH value of 4.7, and acid phosphatase (400 units) added. The resul... Starting materials: C[C@@H]1CN(C[C@@H](N1)C)C=1C=C(N)C=CC1OC (3-(cis-3,5-Dimethyl-1-piperazinyl)-4-(methyloxy)aniline), CN1CCOCC1 (morpholinomethyl-polystyrene), BrC1=CC=C(C=C1)S(=O)(=O)Cl (4-bromobenzenesulfonyl chloride). Run in ClCCl (dichloromethane). Conditions: time 8 hour. Product: BrC1=CC=C(C=C1)S(=O)(=O)NC1=CC(=C(C=C1)OC)N1C[C@H](N[C@H](C1)C)C (4-Bromo-N-[3-(cis-3,5-dimethyl-1-piperazinyl)-4-(methyloxy)phenyl]benzenesulfonamide). As a reaction SMILES: [CH3:1][C@H:2]1[NH:7][C@@H:6]([CH3:8])[CH2:5][N:4]([C:9]2[CH:10]=[C:11]([CH:13]=[CH:14][C:15]=2[O:16][CH3:17])[NH2:12])[CH2:3]1.CN1CCOCC1.[Br:25][C:26]1[CH:31]=[CH:30][C:29]([S:32](Cl)(=[O:34])=[O:33])=[CH:28][CH:27]=1>ClCCl>[Br:25][C:26]1[CH:31]=[CH:30][C:29]([S:32]([NH:12][C:11]2[CH:13]=[CH:14][C:15]([O:16][CH3:17])=[C:9]([N:4]3[CH2:5][C@H:6]([CH3:8])[NH:7][C@H:2]([CH3:1])[CH2:3]3)[CH:10]=2)(=[O:34])=[O:33])=[CH:28][CH:27]=1. Reported procedure: A solution of 3-(cis-3,5-dimethyl-1-piperazinyl)-4-(methyloxy)aniline (D2) (800 mg, 3.40 mmol) in dichloromethane (50 ml) was treated with morpholinomethyl-polystyrene HL resin (1.70 g, 4.0 mmol/g loading, 6.80 mmol) followed by 4-bromobenzenesulfonyl chloride (1.30 g, 5.09 mmol). The resulting solution was stirred at room temperature overnight and was then filtered, washing with methanol, and the filtrate concentrated in vacuo. The residue was then purified using an SCX ion exchange cartridge (... The reactants are CS(=O)(=O)c1ccc(C(CC2CCCC2)C(N)=O)cc1Br, CN=C=O, Cc1ccccc1. Product: CNC(=O)NC(=O)C(CC1CCCC1)c1ccc(S(C)(=O)=O)c(Br)c1. As a reaction SMILES: [Br:1][c:2]1[cH:3][c:4]([CH:12]([C:13](=[O:14])[NH2:15])[CH2:16][CH:17]2[CH2:18][CH2:19][CH2:20][CH2:21]2)[cH:5][cH:6][c:7]1[S:8](=[O:9])(=[O:10])[CH3:11].[CH3:22][N:23]=[C:24]=[O:25].[CH3:26][c:27]1[cH:28][cH:29][cH:30][cH:31][cH:32]1>>[Br:1][c:2]1[cH:3][c:4]([CH:12]([C:13](=[O:14])[NH:15][C:24]([NH:23][CH3:22])=[O:25])[CH2:16][CH:17]2[CH2:18][CH2:19][CH2:20][CH2:21]2)[cH:5][cH:6][c:7]1[S:8](=[O:9])(=[O:10])[CH3:11]. The reactants are NC(=O)c1ccc(F)cc1Br, O=C(OC(=O)C(F)(F)F)C(F)(F)F, c1ccncc1. Yields the product N#Cc1ccc(F)cc1Br. Reaction SMILES: [Br:1][c:2]1[c:3]([C:4](=[O:5])[NH2:6])[cH:7][cH:8][c:9]([F:11])[cH:10]1.[F:12][C:13]([F:14])([F:15])[C:16]([O:17][C:18](=[O:19])[C:20]([F:21])([F:22])[F:23])=[O:24].[cH:25]1[cH:26][cH:27][n:28][cH:29][cH:30]1>>[Br:1][c:2]1[c:3]([C:4]#[N:6])[cH:7][cH:8][c:9]([F:11])[cH:10]1. Reactants: CI, CO, COC(=O)C1CCC(C)(C)c2ccccc21, [H-], [Na+], C1CCOC1, O. Product: COC(=O)C1(C)CCC(C)(C)c2ccccc21. Reaction SMILES: [CH3:19][I:20].[CH3:21][OH:22].[CH3:3][O:4][C:5](=[O:6])[CH:7]1[CH2:8][CH2:9][C:10]([CH3:17])([CH3:18])[c:11]2[cH:12][cH:13][cH:14][cH:15][c:16]21.[H-:1].[Na+:2].[O:23]1[CH2:24][CH2:25][CH2:26][CH2:27]1.[OH2:28]>>[CH3:3][O:4][C:5](=[O:6])[C:7]1([CH3:19])[CH2:8][CH2:9][C:10]([CH3:17])([CH3:18])[c:11]2[cH:12][cH:13][cH:14][cH:15][c:16]21. Reactants: resultant solution, ice water, Cl (hydrochloric acid), ClC=1C=CC(=C(N)C1)[N+](=O)[O-] (5-chloro-2-nitroaniline), OC1=CC=NC=C1 (4-hydroxypyridine), [OH-].[K+] (potassium hydroxide). Solvent: CS(=O)C (dimethylsulfoxide). Run at temperature 130 celsius, time 3 hour. Product: [N+](=O)([O-])C1=C(N)C=C(C=C1)N1C=CC(C=C1)=O (2-Nitro-5-(4-oxo-4H-pyridin-1-yl)-aniline). Yield: 102.7%. RXN SMILES: Cl[C:2]1[CH:3]=[CH:4][C:5]([N+:9]([O-:11])=[O:10])=[C:6]([CH:8]=1)[NH2:7].[OH:12][C:13]1[CH:18]=[CH:17][N:16]=[CH:15][CH:14]=1.[OH-].[K+].Cl>CS(C)=O>[N+:9]([C:5]1[CH:4]=[CH:3][C:2]([N:16]2[CH:17]=[CH:18][C:13](=[O:12])[CH:14]=[CH:15]2)=[CH:8][C:6]=1[NH2:7])([O-:11])=[O:10] |f:2.3|. Procedure: First, 8.628 g of 5-chloro-2-nitroaniline, 7.161 g of 4-hydroxypyridine, and 4.892 g of powdered potassium hydroxide were added to 60 ml of dry dimethylsulfoxide The mixture thus obtained was stirred at 130° C. for 3 hours in a nitrogen atmosphere. Then, 200 ml of ice water was added to the reaction mixture and neutralized with 4N hydrochloric acid. The resultant solution was stirred for 30 minutes, giving a precipitate. The precipitate was filtered and washed with water. The precipitate was sub... Starting materials: C1(CCCCC1)N=C=NC1CCCCC1 (Dicyclohexylcarbodiimide), OC=1SC(=CC1)C1=CC=C(C=C1)C1=CC=C(C=C1)CCCCCC (2-hydroxy-5-(4′-hexylbiphenyl-4-yl)thiophene), C(\C=C\CCC)(=O)O ((E)-hex-2-enoic acid). The reagents and catalysts are CN(C1=CC=NC=C1)C (4-(dimethylamino)pyridine). The solvent is ClCCl (dichloromethane). Conditions: time 8 hour. Product: C(\C=C\CCC)(=O)OC=1SC(=CC1)C1=CC=C(C=C1)C1=CC=C(C=C1)CCCCCC (2-[(E)-hex-2-enoyloxy]-5-(4′-hexylbiphenyl-4-yl)thiophene). Yield: 49.8%. RXN SMILES: C1(N=C=NC2CCCCC2)CCCCC1.[OH:16][C:17]1[S:18][C:19]([C:22]2[CH:27]=[CH:26][C:25]([C:28]3[CH:33]=[CH:32][C:31]([CH2:34][CH2:35][CH2:36][CH2:37][CH2:38][CH3:39])=[CH:30][CH:29]=3)=[CH:24][CH:23]=2)=[CH:20][CH:21]=1.[C:40](O)(=[O:46])/[CH:41]=[CH:42]/[CH2:43][CH2:44][CH3:45]>CN(C)C1C=CN=CC=1.ClCCl>[C:40]([O:16][C:17]1[S:18][C:19]([C:22]2[CH:27]=[CH:26][C:25]([C:28]3[CH:33]=[CH:32][C:31]([CH2:34][CH2:35][CH2:36][CH2:37][CH2:38][CH3:39])=[CH:30][CH:29]=3)=[CH:24][CH:23]=2)=[CH:20][CH:21]=1)(=[O:46])/[CH:41]=[CH:42]/[CH2:43][CH2:44][CH3:45]. Procedure details: Dicyclohexylcarbodiimide (0.4 g) is added to a solution of 2-hydroxy-5-(4′-hexylbiphenyl-4-yl)thiophene (0.25 g), (E)-hex-2-enoic acid, (0.2 g) 4-(dimethylamino)pyridine (0.10 g) and dichloromethane (50 cm3) at 0° C. under an atmosphere of nitrogen. The reaction mixture is stirred overnight at room temperature, filtered to remove inorganic material and the filtrate evaporated down. The residue is purified by column chromatography on silica gel using hexanelethyl acetate (9/1 v/v) as eluent and r... Reactants: O=CC(=O)O, CC(=O)c1cccs1, O. Product: O=C(O)C=CC(=O)c1cccs1. RXN SMILES: [C:1]([CH:2]=[O:3])(=[O:4])[OH:5].[C:6]([CH3:7])(=[O:8])[c:9]1[s:10][cH:11][cH:12][cH:13]1.[OH2:14]>>[C:1]([CH:2]=[CH:7][C:6](=[O:8])[c:9]1[s:10][cH:11][cH:12][cH:13]1)(=[O:4])[OH:5].